This data is from the Open Reaction Database (ORD), a public repository of structured organic reaction records. The task is: describe an organic reaction: reactants, conditions, products, and yield Reactants: C[S+](C)(C)=O, CS(C)=O, Cc1cc(OCC=CC(F)(F)F)nc(Oc2cc(C(F)(F)F)nn2C)c1, [H-], [I-], [Na+], O. Product: Cc1cc(OC=CCC(F)(F)F)nc(Oc2cc(C(F)(F)F)nn2C)c1. As a reaction SMILES: [CH3:2][S+:3]([CH3:4])([CH3:5])=[O:6].[CH3:36][S:37]([CH3:38])=[O:39].[CH3:9][n:10]1[n:11][c:12]([C:31]([F:32])([F:33])[F:34])[cH:13][c:14]1[O:15][c:16]1[n:17][c:18]([O:23][CH2:24][CH:25]=[CH:26][C:27]([F:28])([F:29])[F:30])[cH:19][c:20]([CH3:22])[cH:21]1.[H-:8].[I-:1].[Na+:7].[OH2:35]>>[CH3:9][n:10]1[n:11][c:12]([C:31]([F:32])([F:33])[F:34])[cH:13][c:14]1[O:15][c:16]1[n:17][c:18]([O:23][CH:24]=[CH:25][CH2:26][C:27]([F:28])([F:29])[F:30])[cH:19][c:20]([CH3:22])[cH:21]1. Reactants: COC(=O)C1=C(C2=C(N=CN=C2Cl)S1)C (4-chloro-5-methyl-thieno[2,3-d]pyrimidine-6-carboxylic acid methyl ester), FC1=CC(=C(N)C=C1)O[C@H]1COCCC1 ((R)-4-fluoro-2-(tetrahydro-2H-pyran-3-yloxy)aniline), FC1=CC(=C(N)C=C1)O[C@H]1COCCC1 ((R)-4-fluoro-2-(tetrahydro-2H-pyran-3-yloxy)aniline). The product is COC(=O)C1=C(C2=C(N=CN=C2NC2=C(C=C(C=C2)F)O[C@H]2COCCC2)S1)C (4-{4-Fluoro-2-[(R)-(tetrahydro-pyran-3-yl)oxy]-phenylamino}-5-methyl-thieno[2,3-d]pyrimidine-6-carboxylic acid methyl ester). As a reaction SMILES: [CH3:1][O:2][C:3]([C:5]1[S:14][C:8]2[N:9]=[CH:10][N:11]=[C:12](Cl)[C:7]=2[C:6]=1[CH3:15])=[O:4].[F:16][C:17]1[CH:23]=[CH:22][C:20]([NH2:21])=[C:19]([O:24][C@@H:25]2[CH2:30][CH2:29][CH2:28][O:27][CH2:26]2)[CH:18]=1>>[CH3:1][O:2][C:3]([C:5]1[S:14][C:8]2[N:9]=[CH:10][N:11]=[C:12]([NH:21][C:20]3[CH:22]=[CH:23][C:17]([F:16])=[CH:18][C:19]=3[O:24][C@@H:25]3[CH2:30][CH2:29][CH2:28][O:27][CH2:26]3)[C:7]=2[C:6]=1[CH3:15])=[O:4]. Procedure: Prepared analogously to example 87.1 from 4-chloro-5-methyl-thieno[2,3-d]pyrimidine-6-carboxylic acid methyl ester and (R)-4-fluoro-2-(tetrahydro-2H-pyran-3-yloxy)aniline (Intermediate XIV). Reactants: Cl (hydrochloric acid), COC(=O)[C@H](CC=1C=CC=CC1)NC(=O)[C@H](CC(=O)O)N (Aspartame), CC(CC=O)(C)C (3,3-dimethylbutyraldehyde). Run in CO (methanol). Reaction conditions: time 12 hour. Yields the product CC(C)(C)CCN[C@@H](CC(=O)O)C(=O)N[C@@H](CC1=CC=CC=C1)C(=O)OC (neotame). Isolated yield 66.2%. Reaction SMILES: [CH3:1][O:2][C:3]([C@@H:5]([NH:13][C:14]([C@@H:16]([NH2:21])[CH2:17][C:18]([OH:20])=[O:19])=[O:15])[CH2:6][C:7]1[CH:8]=[CH:9][CH:10]=[CH:11][CH:12]=1)=[O:4].Cl.[CH3:23][C:24]([CH3:29])([CH3:28])[CH2:25][CH:26]=O>CO>[CH3:23][C:24]([CH2:25][CH2:26][NH:21][C@H:16]([C:14]([NH:13][C@H:5]([C:3]([O:2][CH3:1])=[O:4])[CH2:6][C:7]1[CH:12]=[CH:11][CH:10]=[CH:9][CH:8]=1)=[O:15])[CH2:17][C:18]([OH:20])=[O:19])([CH3:29])[CH3:28]. Procedure: Aspartame (7.86 g) and methanol (100 ml) were charged to a hydrogenation vessel. The pH was adjusted to 1.3 with 5 ml of 1 N hydrochloric acid, followed by the addition of 3,3-dimethylbutyraldehyde (2.60 g). The vessel was pressure purged with nitrogen (4×), and 0.34 g of 4% palladium on carbon (containing 50% water) was added. After pressure purging the reactor with nitrogen (4×), followed by hydrogen (4×), the mixture was hydrogenated at 50 psig for 12 hours at room temperature. After completi... Starting materials: CN(C)C=O, COc1cc(CCl)ccc1OCc1nc(-c2ccco2)oc1C, [H-], [Na+], O, CCOP(=O)(CCc1cc(O)nn1-c1ccccc1)OCC. Product: CCOP(=O)(CCc1cc(OCc2ccc(OCc3nc(-c4ccco4)oc3C)c(OC)c2)nn1-c1ccccc1)OCC. As a reaction SMILES: [CH3:46][N:47]([CH3:48])[CH:49]=[O:50].[Cl:1][CH2:2][c:3]1[cH:4][c:5]([O:22][CH3:23])[c:6]([O:7][CH2:8][c:9]2[n:10][c:11](-[c:15]3[o:16][cH:17][cH:18][cH:19]3)[o:12][c:13]2[CH3:14])[cH:20][cH:21]1.[H-:51].[Na+:52].[OH2:53].[OH:24][c:25]1[n:26][n:27](-[c:40]2[cH:41][cH:42][cH:43][cH:44][cH:45]2)[c:28]([CH2:30][CH2:31][P:32]([O:33][CH2:34][CH3:35])([O:36][CH2:37][CH3:38])=[O:39])[cH:29]1>>[CH2:2]([c:3]1[cH:4][c:5]([O:22][CH3:23])[c:6]([O:7][CH2:8][c:9]2[n:10][c:11](-[c:15]3[o:16][cH:17][cH:18][cH:19]3)[o:12][c:13]2[CH3:14])[cH:20][cH:21]1)[O:24][c:25]1[n:26][n:27](-[c:40]2[cH:41][cH:42][cH:43][cH:44][cH:45]2)[c:28]([CH2:30][CH2:31][P:32]([O:33][CH2:34][CH3:35])([O:36][CH2:37][CH3:38])=[O:39])[cH:29]1. Reactants: S1C=NC=C1 (thiazole), C(CCC)[Li] (n-butyllithium), ClC1=CC=C(C(=O)C=2C=C3C(=CC(N(C3=CC2)C)=O)CCC2=CC(=CC=C2)Cl)C=C1 (6-(4-chlorobenzoyl)-4-(3-chlorophenethyl)-1-methylquinolin-2(1H)-one), ClC1=CC=C(C(=O)C=2C=C3C(=CC(N(C3=CC2)C)=O)CCC2=CC(=CC=C2)Cl)C=C1 (6-(4-chlorobenzoyl)-4-(3-chlorophenethyl)-1-methylquinolin-2(1H)-one). Solvent: C1CCOC1 (THF), CN(C)P(=O)(N(C)C)N(C)C (HMPA). Conditions: time 30 minute. The product is ClC=1C=C(CCC2=CC(N(C3=CC=C(C=C23)C(C=2SC=CN2)(O)C2=CC=C(C=C2)Cl)C)=O)C=CC1 (4-(3-chlorophenethyl)-6-((4-chlorophenyl)(hydroxy)(thiazol-2-yl)methyl)-1-methylquinolin-2(1H)-one). As a reaction SMILES: [S:1]1[CH:5]=[CH:4][N:3]=[CH:2]1.C([Li])CCC.[Cl:11][C:12]1[CH:40]=[CH:39][C:15]([C:16]([C:18]2[CH:19]=[C:20]3[C:25](=[CH:26][CH:27]=2)[N:24]([CH3:28])[C:23](=[O:29])[CH:22]=[C:21]3[CH2:30][CH2:31][C:32]2[CH:37]=[CH:36][CH:35]=[C:34]([Cl:38])[CH:33]=2)=[O:17])=[CH:14][CH:13]=1>C1COCC1.CN(P(N(C)C)(N(C)C)=O)C>[Cl:38][C:34]1[CH:33]=[C:32]([CH:37]=[CH:36][CH:35]=1)[CH2:31][CH2:30][C:21]1[C:20]2[C:25](=[CH:26][CH:27]=[C:18]([C:16]([C:15]3[CH:39]=[CH:40][C:12]([Cl:11])=[CH:13][CH:14]=3)([OH:17])[C:2]3[S:1][CH:5]=[CH:4][N:3]=3)[CH:19]=2)[N:24]([CH3:28])[C:23](=[O:29])[CH:22]=1. Reported procedure: To a solution of thiazole (195 mg, 2.292 mmol, 2.00 equip) in THF (10 mL) at −78° C. was added n-butyllithium (1.6 M in hexanes, 1.447 mL, 2.315 mmol, 2.02 equip) dropwise. After 30 minutes, a solution of 6-(4-chlorobenzoyl)-4-(3-chlorophenethyl)-1-methylquinolin-2(1H)-one (500 mg, 1.146 mmol, 1 equip, prepared as described in ANGIBAUD, P. R., et al., PCT Publication WO2002/051835 A1, published 4 Jul. 2002) in HMPA (8 mL) was added dropwise and the reaction mixture was warmed to room temperature...